This data is from the Open Reaction Database (ORD), a public repository of structured organic reaction records. The task is: describe an organic reaction: reactants, conditions, products, and yield Reactants: ClC1=C(C=NC2=CC(=C(C=C12)OC)C=1C(=NOC1C)C)C(=O)N (4-Chloro-7-(3,5-dimethyl-4-isoxazolyl)-6-(methyloxy)-3-quinolinecarboxamide), O1CCC(CC1)CN ((tetrahydro-2H-pyran-4-yl)methanamine), Intermediate 9, CCN(C(C)C)C(C)C (DIPEA). Solvent: CN1CCCC1=O (NMP). Run at temperature 120 celsius. Product: CC1=NOC(=C1C1=C(C=C2C(=C(C=NC2=C1)C(=O)N)NCC1CCOCC1)OC)C (7-(3,5-dimethyl-4-isoxazolyl)-6-(methyloxy)-4-[(tetrahydro-2H-pyran-4-ylmethyl)amino]-3-quinolinecarboxamide). Yield: 54.1%. Reaction SMILES: Cl[C:2]1[C:11]2[C:6](=[CH:7][C:8]([C:14]3[C:15]([CH3:20])=[N:16][O:17][C:18]=3[CH3:19])=[C:9]([O:12][CH3:13])[CH:10]=2)[N:5]=[CH:4][C:3]=1[C:21]([NH2:23])=[O:22].CCN(C(C)C)C(C)C.[O:33]1[CH2:38][CH2:37][CH:36]([CH2:39][NH2:40])[CH2:35][CH2:34]1>CN1C(=O)CCC1>[CH3:20][C:15]1[C:14]([C:8]2[CH:7]=[C:6]3[C:11]([C:2]([NH:40][CH2:39][CH:36]4[CH2:37][CH2:38][O:33][CH2:34][CH2:35]4)=[C:3]([C:21]([NH2:23])=[O:22])[CH:4]=[N:5]3)=[CH:10][C:9]=2[O:12][CH3:13])=[C:18]([CH3:19])[O:17][N:16]=1. Reported procedure: 4-Chloro-7-(3,5-dimethyl-4-isoxazolyl)-6-(methyloxy)-3-quinolinecarboxamide (for a preparation see Intermediate 9) (1.890 g, 5.70 mmol) was dissolved in NMP (5 ml), DIPEA (2.487 ml, 14.24 mmol) was added followed by (tetrahydro-2H-pyran-4-yl)methanamine (0.82 g, 7.12 mmol) and the mixture was heated at 120° C. for 3 h, then cooled and the brown solution loaded onto a 70 g SCX-2 cartridge, the column washed with methanol (200 ml) and then eluted with 2M methanolic ammonia (100 ml) and methanol (1... Reactants: CC(C)(C)OC(=O)N1CCC(=O)CC1, Fc1ccc(Cl)cc1CBr, COC(=O)c1cccc(N)c1. Product: COC(=O)c1cccc(N(Cc2cc(Cl)ccc2F)C2CCN(C(=O)OC(C)(C)C)CC2)c1. Reaction SMILES: [C:12](=[O:13])([O:14][C:15]([CH3:16])([CH3:17])[CH3:18])[N:19]1[CH2:20][CH2:21][C:22](=[O:25])[CH2:23][CH2:24]1.[Cl:26][c:27]1[cH:28][cH:29][c:30]([F:35])[c:31]([CH2:32][Br:33])[cH:34]1.[NH2:1][c:2]1[cH:3][c:4]([C:5](=[O:6])[O:7][CH3:8])[cH:9][cH:10][cH:11]1>>[N:1]([c:2]1[cH:3][c:4]([C:5](=[O:6])[O:7][CH3:8])[cH:9][cH:10][cH:11]1)([CH:22]1[CH2:21][CH2:20][N:19]([C:12](=[O:13])[O:14][C:15]([CH3:16])([CH3:17])[CH3:18])[CH2:24][CH2:23]1)[CH2:32][c:31]1[c:30]([F:35])[cH:29][cH:28][c:27]([Cl:26])[cH:34]1. Reactants: C(C)(C)N(C(C)C)CC (N, N-diisopropylethylamine), CC1=C(C(=CC(=C1)SC(C(C)C)C1=CC=C(S1)C(=O)O)C)C1=CC=C(C=C1)C(F)(F)F ((±)-5-[1-(2,6-dimethyl-4′-trifluoromethyl-biphenyl-4-ylsulfanyl)-2-methyl-propyl]-thiophene-2-carboxylic acid), Cl.COC(CCN)=O (3-amino-propionic acid methyl ester hydrochloride), O.ON1N=NC2=C1C=CC=C2 (1-hydroxybenzotriazole hydrate), Cl.CN(CCCN=C=NCC)C (N-(3-dimethylaminopropyl)-N′-ethylcarbodiimide hydrochloride). The solvent is CN(C)C=O (DMF), O (H2O). The product is COC(CCNC(=O)C=1SC(=CC1)C(C(C)C)SC1=CC(=C(C(=C1)C)C1=CC=C(C=C1)C(F)(F)F)C)=O ((±)-3-({5-[1-(2,6-dimethyl-4′-trifluoromethyl-biphenyl-4-ylsulfanyl)-2-methyl-propyl]-thiophene-2-carbonyl}-amino)-propionic acid methyl ester). The yield is 69.8%. Reaction SMILES: [CH3:1][C:2]1[CH:7]=[C:6]([S:8][CH:9]([C:13]2[S:17][C:16]([C:18]([OH:20])=O)=[CH:15][CH:14]=2)[CH:10]([CH3:12])[CH3:11])[CH:5]=[C:4]([CH3:21])[C:3]=1[C:22]1[CH:27]=[CH:26][C:25]([C:28]([F:31])([F:30])[F:29])=[CH:24][CH:23]=1.Cl.[CH3:33][O:34][C:35](=[O:39])[CH2:36][CH2:37][NH2:38].O.ON1C2C=CC=CC=2N=N1.C(N(CC)C(C)C)(C)C.Cl.CN(C)CCCN=C=NCC>CN(C=O)C.O>[CH3:33][O:34][C:35](=[O:39])[CH2:36][CH2:37][NH:38][C:18]([C:16]1[S:17][C:13]([CH:9]([S:8][C:6]2[CH:7]=[C:2]([CH3:1])[C:3]([C:22]3[CH:27]=[CH:26][C:25]([C:28]([F:29])([F:31])[F:30])=[CH:24][CH:23]=3)=[C:4]([CH3:21])[CH:5]=2)[CH:10]([CH3:12])[CH3:11])=[CH:14][CH:15]=1)=[O:20] |f:1.2,3.4,6.7|. Procedure details: To a mixture of (±)-5-[1-(2,6-dimethyl-4′-trifluoromethyl-biphenyl-4-ylsulfanyl)-2-methyl-propyl]-thiophene-2-carboxylic acid (0.420 g, 0.905 mmol), 3-amino-propionic acid methyl ester hydrochloride (0.148 g, 1.06 mmol), and 1-hydroxybenzotriazole hydrate (HOBt, 0.151 g, 1.12 mmol) in DMF (9.0 mL) is added N, N-diisopropylethylamine (0.49 mL, 2.81 mmol), then N-(3-dimethylaminopropyl)-N′-ethylcarbodiimide hydrochloride (EDCI, 0.0.228 g, 1.19 mmol) and stirred overnight. The reaction mixture is p... Starting materials: FC=1C(=NC=C(C(=O)O)C1)C (5-fluoro-6-methyl-nicotinic acid), C1(=CC=CC=C1)P(=O)(C1=CC=CC=C1)N=[N+]=[N-] (diphenylphosphoryl azide), C(C1=CC=CC=C1)O (benzyl alcohol), C(C)(C)N(C(C)C)CC (N,N-diisopropylethylamine). Run in C1(=CC=CC=C1)C (toluene). Run at time 1 hour. Product: C(C1=CC=CC=C1)OC(NC=1C=NC(=C(C1)F)C)=O ((5-fluoro-6-methyl-pyridin-3-yl)-carbamic acid benzyl ester). The yield is 68.5%. Reaction SMILES: [F:1][C:2]1[C:3]([CH3:11])=[N:4][CH:5]=[C:6]([CH:10]=1)C(O)=O.C1(P(N=[N+]=[N-])(C2C=CC=CC=2)=[O:19])C=CC=CC=1.C([N:32]([CH2:36]C)C(C)C)(C)C.[CH2:38]([OH:45])[C:39]1[CH:44]=[CH:43][CH:42]=[CH:41][CH:40]=1>C1(C)C=CC=CC=1>[CH2:38]([O:45][C:36](=[O:19])[NH:32][C:6]1[CH:5]=[N:4][C:3]([CH3:11])=[C:2]([F:1])[CH:10]=1)[C:39]1[CH:44]=[CH:43][CH:42]=[CH:41][CH:40]=1. Procedure details: To a solution of 5-fluoro-6-methyl-nicotinic acid (0.17 g, 1.10 mmol) in toluene (10 mL) is added diphenylphosphoryl azide (0.30 mL, 1.3 mmol) followed by N,N-diisopropylethylamine (0.21 mL, 1.20 mmol). The mixture is stirred at room temperature for 1 h then benzyl alcohol (0.14 mL, 1.30 mmol) is added and the reaction mixture is heated to 110° C. for 2 h. The mixture is cooled to room temperature and concentrated under reduced pressure. The residue is purified by flash silica gel chromatography... The reactants are ClC1=CC=C(C=C1)[N+](=O)[O-] (4-chloronitrobenzene), C([O-])([O-])=O.[Na+].[Na+] (sodium carbonate), II, [N+](=O)([O-])C1=CC=C(OCCO)C=C1 (2-(4-nitrophenoxy)ethanol). Run in C(CO)O (ethylene glycol). Yields the product NC1=CC=C(OCCO)C=C1 (2-(4-Aminophenoxy)ethanol). Reaction SMILES: [N+:1]([C:4]1[CH:13]=[CH:12][C:7]([O:8][CH2:9][CH2:10][OH:11])=[CH:6][CH:5]=1)([O-])=O.ClC1C=CC([N+]([O-])=O)=CC=1.C(=O)([O-])[O-].[Na+].[Na+]>C(O)CO>[NH2:1][C:4]1[CH:5]=[CH:6][C:7]([O:8][CH2:9][CH2:10][OH:11])=[CH:12][CH:13]=1 |f:2.3.4|. Reported procedure: 2-(4-Aminophenoxy)ethanol was prepared, using the method described in Example C3, by the reduction of 2-(4-nitrophenoxy)ethanol which was prepared by heating a mixture of 4-chloronitrobenzene, ethylene glycol and sodium carbonate in a sealed vessel (Beil. 6, II, 222). The reactants are [Al+3], COC(=O)c1c(C)nc2c(ccn2Cc2ccc(F)cc2)c1-c1ccc(C)cc1, [H-], [H-], [H-], [H-], [Li+], [Na+], C1CCOC1, [OH-], O. Yields the product Cc1ccc(-c2c(CO)c(C)nc3c2ccn3Cc2ccc(F)cc2)cc1. Reaction SMILES: [Al+3:31].[F:1][c:2]1[cH:3][cH:4][c:5]([CH2:6][n:7]2[cH:8][cH:9][c:10]3[c:11]2[n:12][c:13]([CH3:27])[c:14]([C:23](=[O:24])[O:25][CH3:26])[c:15]3-[c:16]2[cH:17][cH:18][c:19]([CH3:22])[cH:20][cH:21]2)[cH:28][cH:29]1.[H-:30].[H-:33].[H-:34].[H-:35].[Li+:32].[Na+:38].[O:39]1[CH2:40][CH2:41][CH2:42][CH2:43]1.[OH-:37].[OH2:36]>>[F:1][c:2]1[cH:3][cH:4][c:5]([CH2:6][n:7]2[cH:8][cH:9][c:10]3[c:11]2[n:12][c:13]([CH3:27])[c:14]([CH2:23][OH:24])[c:15]3-[c:16]2[cH:17][cH:18][c:19]([CH3:22])[cH:20][cH:21]2)[cH:28][cH:29]1. Starting materials: Cc1cc(C(=O)Cl)n(C)n1, ClCCCl, Nc1cccc(I)c1, c1ccncc1. Product: Cc1cc(C(=O)Nc2cccc(I)c2)n(C)n1. Reaction SMILES: [CH3:9][n:10]1[n:11][c:12]([CH3:18])[cH:13][c:14]1[C:15](=[O:16])[Cl:17].[Cl:25][CH2:26][CH2:27][Cl:28].[I:1][c:2]1[cH:3][c:4]([NH2:5])[cH:6][cH:7][cH:8]1.[cH:19]1[cH:20][cH:21][n:22][cH:23][cH:24]1>>[I:1][c:2]1[cH:3][c:4]([NH:5][C:15]([c:14]2[n:10]([CH3:9])[n:11][c:12]([CH3:18])[cH:13]2)=[O:16])[cH:6][cH:7][cH:8]1. Starting materials: COCC(=O)N(c1c(C)cccc1[N+](=O)[O-])C(C)C(=O)OC, CO. Product: COCC(=O)N(c1c(C)cccc1N)C(C)C(=O)OC. Reaction SMILES: [CH3:1][O:2][C:3](=[O:4])[CH:5]([CH3:6])[N:7]([c:8]1[c:9]([CH3:17])[cH:10][cH:11][cH:12][c:13]1[N+:14]([O-:15])=[O:16])[C:18]([CH2:19][O:20][CH3:21])=[O:22].[CH3:23][OH:24]>>[CH3:1][O:2][C:3](=[O:4])[CH:5]([CH3:6])[N:7]([c:8]1[c:9]([CH3:17])[cH:10][cH:11][cH:12][c:13]1[NH2:14])[C:18]([CH2:19][O:20][CH3:21])=[O:22].